Dataset: the Open Reaction Database (ORD), a public repository of structured organic reaction records. Task: describe an organic reaction: reactants, conditions, products, and yield Solvent: CO (methanol). Yields the product ClC1=C(C(=O)C2=C(SC(=C2)C(=O)O)N2C(=NN=C2C)CNC(=O)C=2NC3=CC=CC=C3C2)C=CC=C1 ((3-(2-chlorobenzoyl)-2-(3-(2-indolecarbonylaminomethyl)-5-methyl[1,2,4]triazol-4-yl)thiophen-5-yl)carboxylic acid). Procedure details: Ethyl (3-(2-chlorobenzoyl)-2-(3-(2-indolecarbonylaminomethyl)-5-methyl[1,2,4]triazol-4-yl)thiophen-5-yl)carboxylate (0.16 g) was hydrolyzed using a 2M aqueous sodium hydroxide solution (0.22 ml) and methanol (1 ml) to give 0.053 g of (3-(2-chlorobenzoyl)-2-(3-(2-indolecarbonylaminomethyl)-5-methyl[1,2,4]triazol-4-yl)thiophen-5-yl)carboxylic acid. RXN SMILES: [Cl:1][C:2]1[CH:38]=[CH:37][CH:36]=[CH:35][C:3]=1[C:4]([C:6]1[CH:10]=[C:9]([C:11]([O:13]CC)=[O:12])[S:8][C:7]=1[N:16]1[C:20]([CH3:21])=[N:19][N:18]=[C:17]1[CH2:22][NH:23][C:24]([C:26]1[NH:27][C:28]2[C:33]([CH:34]=1)=[CH:32][CH:31]=[CH:30][CH:29]=2)=[O:25])=[O:5].[OH-].[Na+]>CO>[Cl:1][C:2]1[CH:38]=[CH:37][CH:36]=[CH:35][C:3]=1[C:4]([C:6]1[CH:10]=[C:9]([C:11]([OH:13])=[O:12])[S:8][C:7]=1[N:16]1[C:20]([CH3:21])=[N:19][N:18]=[C:17]1[CH2:22][NH:23][C:24]([C:26]1[NH:27][C:28]2[C:33]([CH:34]=1)=[CH:32][CH:31]=[CH:30][CH:29]=2)=[O:25])=[O:5] |f:1.2|. Yield: 34.9%. Reactants: ClC1=C(C(=O)C2=C(SC(=C2)C(=O)OCC)N2C(=NN=C2C)CNC(=O)C=2NC3=CC=CC=C3C2)C=CC=C1 (Ethyl (3-(2-chlorobenzoyl)-2-(3-(2-indolecarbonylaminomethyl)-5-methyl[1,2,4]triazol-4-yl)thiophen-5-yl)carboxylate), [OH-].[Na+] (sodium hydroxide). The reactants are N(=[N+]=[N-])C=1C=C(C(=O)NC2=C(C(=CC(=C2)C(C)(C)C)NS(=O)(=O)C)OC)C=CC1C (3-azido-N-(5-tert-butyl-3-methanesulfonylamino-2-methoxy-phenyl)-4-methyl-benzamide), C(C)(C)(C)SC=1N(C(=CN1)C#C)C (2-tert-butylsulfanyl-5-ethynyl-1-methyl-1H-imidazole). Product: C(C)(C)(C)C=1C=C(C(=C(C1)NC(C1=CC(=C(C=C1)C)N1N=NC(=C1)C=1N(C(=NC1)SC(C)(C)C)C)=O)OC)NS(=O)(=O)C (N-(5-tert-Butyl-3-methanesulfonylamino-2-methoxy-phenyl)-3-[4-(2-tert-butylsulfanyl-3-methyl-3H-imidazol-4-yl)-[1,2,3]triazol-1-yl]-4-methyl-benzamide). Reaction SMILES: [N:1]([C:4]1[CH:5]=[C:6]([CH:27]=[CH:28][C:29]=1[CH3:30])[C:7]([NH:9][C:10]1[CH:15]=[C:14]([C:16]([CH3:19])([CH3:18])[CH3:17])[CH:13]=[C:12]([NH:20][S:21]([CH3:24])(=[O:23])=[O:22])[C:11]=1[O:25][CH3:26])=[O:8])=[N+:2]=[N-:3].[C:31]([S:35][C:36]1[N:37]([CH3:43])[C:38]([C:41]#[CH:42])=[CH:39][N:40]=1)([CH3:34])([CH3:33])[CH3:32]>>[C:16]([C:14]1[CH:13]=[C:12]([NH:20][S:21]([CH3:24])(=[O:22])=[O:23])[C:11]([O:25][CH3:26])=[C:10]([NH:9][C:7](=[O:8])[C:6]2[CH:27]=[CH:28][C:29]([CH3:30])=[C:4]([N:1]3[CH:42]=[C:41]([C:38]4[N:37]([CH3:43])[C:36]([S:35][C:31]([CH3:33])([CH3:32])[CH3:34])=[N:40][CH:39]=4)[N:3]=[N:2]3)[CH:5]=2)[CH:15]=1)([CH3:18])([CH3:19])[CH3:17]. Procedure details: Example 30 was prepared from 3-azido-N-(5-tert-butyl-3-methanesulfonylamino-2-methoxy-phenyl)-4-methyl-benzamide and 2-tert-butylsulfanyl-5-ethynyl-1-methyl-1H-imidazole in the same manner as Example 15. ESI MS m/z 626 [C30H39N7O4S2+H]+. Starting materials: CCOC(=O)Cl, ClCCl, O=c1[nH]c(-c2ccccc2)cn1S(=O)(=O)c1ccc2c(c1)CCN2, c1ccncc1. Product: CCOC(=O)N1CCc2cc(S(=O)(=O)n3cc(-c4ccccc4)[nH]c3=O)ccc21. As a reaction SMILES: [CH2:31]([CH3:32])[O:33][C:34](=[O:35])[Cl:36].[Cl:37][CH2:38][Cl:39].[c:1]1(-[c:7]2[nH:8][c:9](=[O:24])[n:10]([S:12](=[O:13])(=[O:14])[c:15]3[cH:16][c:17]4[c:21]([cH:22][cH:23]3)[NH:20][CH2:19][CH2:18]4)[cH:11]2)[cH:2][cH:3][cH:4][cH:5][cH:6]1.[cH:25]1[cH:26][cH:27][n:28][cH:29][cH:30]1>>[c:1]1(-[c:7]2[nH:8][c:9](=[O:24])[n:10]([S:12](=[O:13])(=[O:14])[c:15]3[cH:16][c:17]4[c:21]([cH:22][cH:23]3)[N:20]([C:34]([O:33][CH2:31][CH3:32])=[O:35])[CH2:19][CH2:18]4)[cH:11]2)[cH:2][cH:3][cH:4][cH:5][cH:6]1. The reactants are P(=O)([O-])([O-])[O-].[K+].[K+].[K+] (Potassium phosphate), CN1CC2=C(NC=3C=CC(=CC23)C)CC1 (2,3,4,5-Tetrahydro-2,8-dimethyl-1H-pyrido[4,3-b]indole), BrC=C(C)C=1C=CC(=NC1)OC (5-(-1-Bromoprop-1-en-2-yl)-2-methoxypyridine), N1[C@H](C(=O)O)CCC1 (L-proline). The reagents and catalysts are [Cu]I (copper (I) iodide). Run in O (Water), CN(C)C=O (DMF). Reaction conditions: temperature 85 celsius, time 8 hour. The product is COC1=CC=C(C=N1)/C(=C/N1C2=C(C=3C=C(C=CC13)C)CN(CC2)C)/C ((E)-5-(2-(6-methoxypyridin-3-yl)prop-1-enyl)-2,8-dimethyl-2,3,4,5-tetrahydro-1H-pyrido[4,3-b]indole). RXN SMILES: Br[CH:2]=[C:3]([C:5]1[CH:6]=[CH:7][C:8]([O:11][CH3:12])=[N:9][CH:10]=1)[CH3:4].P([O-])([O-])([O-])=O.[K+].[K+].[K+].N1CCC[C@H]1C(O)=O.[CH3:29][N:30]1[CH2:43][CH2:42][C:33]2[NH:34][C:35]3[CH:36]=[CH:37][C:38]([CH3:41])=[CH:39][C:40]=3[C:32]=2[CH2:31]1>CN(C=O)C.[Cu]I.O>[CH3:12][O:11][C:8]1[N:9]=[CH:10][C:5](/[C:3](/[CH3:4])=[CH:2]/[N:34]2[C:35]3[CH:36]=[CH:37][C:38]([CH3:41])=[CH:39][C:40]=3[C:32]3[CH2:31][N:30]([CH3:29])[CH2:43][CH2:42][C:33]2=3)=[CH:6][CH:7]=1 |f:1.2.3.4|. Reported procedure: 5-(-1-Bromoprop-1-en-2-yl)-2-methoxypyridine (50 mg, 0.25 mmol) was dissolved in DMF (2 mL). Potassium phosphate (106 mg, 0.5 mmol) was added followed by copper (I) iodide (4 mg, 0.02 mmol) and L-proline (5 mg, 0.04 mmol). 2,3,4,5-Tetrahydro-2,8-dimethyl-1H-pyrido[4,3-b]indole (50 mg, 0.25 mmol) was added under nitrogen (Nitrogen purged for 2 min). The reaction mixture was stirred at 85° C. overnight. Water (15 mL) was added and compound extracted with EtOAc (3×30 mL). The organic layer was conc... Reactants: CCOC(C)=O, O=C1Cc2cc(S(=O)(=O)Cl)ccc2N1, ClCCl, Cl, NCc1ccccc1, c1ccncc1. Yields the product O=C1Cc2cc(S(=O)(=O)NCc3ccccc3)ccc2N1. RXN SMILES: [CH3:33][CH2:34][O:35][C:36](=[O:37])[CH3:38].[Cl:1][S:2](=[O:3])(=[O:4])[c:5]1[cH:6][c:7]2[c:11]([cH:12][cH:13]1)[NH:10][C:9](=[O:14])[CH2:8]2.[Cl:30][CH2:31][Cl:32].[ClH:29].[NH2:15][CH2:16][c:17]1[cH:18][cH:19][cH:20][cH:21][cH:22]1.[cH:23]1[cH:24][cH:25][n:26][cH:27][cH:28]1>>[S:2](=[O:3])(=[O:4])([c:5]1[cH:6][c:7]2[c:11]([cH:12][cH:13]1)[NH:10][C:9](=[O:14])[CH2:8]2)[NH:15][CH2:16][c:17]1[cH:18][cH:19][cH:20][cH:21][cH:22]1. Reactants: solution, C1(=CC=CC=C1)C (toluene), BrC=1C=C2C(CC(OC2=CC1)=O)(C)C (6-bromo-4,4-dimethyl-chroman-2-one), ice water. Reagents/catalysts: [CH3-].C[Al+]C.[CH-]1C=CC=C1.[CH-]1C=CC=C1.[Cl-].[Ti+3] (μ-chloro-μ-methylene-[ bis(cyclopentadienyl)titanium]dimethylaluminum). Run in [OH-].[Na+] (sodium hydroxide). Reaction conditions: time 10 minute. The product is BrC=1C=C2C(CC(OC2=CC1)=C)(C)C (6-Bromo-4,4-dimethyl-2-methylene Chroman). Isolated yield 74.0%. Reaction SMILES: [Br:1][C:2]1[CH:3]=[C:4]2[C:9](=[CH:10][CH:11]=1)[O:8][C:7](=O)[CH2:6][C:5]2([CH3:14])[CH3:13].[C:15]1(C)C=CC=CC=1>[CH3-].C[Al+]C.[CH-]1C=CC=C1.[CH-]1C=CC=C1.[Cl-].[Ti+3].[OH-].[Na+]>[Br:1][C:2]1[CH:3]=[C:4]2[C:9](=[CH:10][CH:11]=1)[O:8][C:7](=[CH2:15])[CH2:6][C:5]2([CH3:14])[CH3:13] |f:2.3.4.5.6.7,8.9|. Procedure details: A stirred, cooled (ice bath) solution of 6-bromo-4,4-dimethyl-chroman-2-one available in accordance with U.S. Pat. No. 5,399,561 incorporated herein by reference (1 g, 3.92 mmol) in 8 mL of anhydrous tetrahydrofuiran was treated with a 0.5 M solution of μ-chloro-μ-methylene-[ bis(cyclopentadienyl)titanium]dimethylaluminum (Tebbe reagent) in toluene (8.23 mL, 4.12 mmol). After 10 minutes, the reaction mixture was poured into ice-water mixture containing 50 mL of 1M sodium hydroxide and extracted ... Reactants: NC=1C(=NC=CC1)NC1=C(C=CC=C1)C(=O)C1=CC(=CC=C1)Cl ([2-[(3-amino-2-pyridinyl)amino]phenyl](3-chlorophenyl)-methanone), C1(=CC=C(C=C1)S(=O)(=O)O)C (para toluene sulfonic acid). Solvent: C1(=CC=CC=C1)C (toluene). Conditions: time 8 hour. Product: ClC=1C=C(C=CC1)C1=NC2=C(NC3=C1C=CC=C3)N=CC=C2 (6-(3-Chlorophenyl)-11H-pyrido[2,3-b][1,4]benzodiazepine). RXN SMILES: [NH2:1][C:2]1[C:3]([NH:8][C:9]2[CH:14]=[CH:13][CH:12]=[CH:11][C:10]=2[C:15]([C:17]2[CH:22]=[CH:21][CH:20]=[C:19]([Cl:23])[CH:18]=2)=O)=[N:4][CH:5]=[CH:6][CH:7]=1.C1(C)C=CC(S(O)(=O)=O)=CC=1>C1(C)C=CC=CC=1>[Cl:23][C:19]1[CH:18]=[C:17]([C:15]2[C:10]3[CH:11]=[CH:12][CH:13]=[CH:14][C:9]=3[NH:8][C:3]3[N:4]=[CH:5][CH:6]=[CH:7][C:2]=3[N:1]=2)[CH:22]=[CH:21][CH:20]=1. Reported procedure: A mixture of 14 g (0.0433 mole) of [2-[(3-amino-2-pyridinyl)amino]phenyl](3-chlorophenyl)-methanone and 0.3 g of para toluene sulfonic acid in 500 ml of toluene were heated at reflux overnight using a Dean-Stark trap to collect water. At the end of the reflux time, some of the toluene (ca 250 ml) was distilled off and the hot solution was filtered. Pet. ether (30°-60° C.) was added to the cloud point. The solution was refrigerated overnight and filtered to give, after air drying, 10 g (76%) gold...